This data is from the Open Reaction Database (ORD), a public repository of structured organic reaction records. The task is: describe an organic reaction: reactants, conditions, products, and yield The reactants are CC(C)(C)c1n[nH]c2nc(N)sc12, C1CCOC1, c1ccncc1, O=C(Cl)c1ccco1. Yields the product CC(C)(C)c1n[nH]c2nc(NC(=O)c3ccco3)sc12. Reaction SMILES: [C:1]([CH3:2])([CH3:3])([CH3:4])[c:5]1[n:6][nH:7][c:8]2[n:9][c:10]([NH2:13])[s:11][c:12]12.[CH2:28]1[O:29][CH2:30][CH2:31][CH2:32]1.[cH:14]1[cH:15][cH:16][n:17][cH:18][cH:19]1.[o:20]1[c:21]([C:25](=[O:26])[Cl:27])[cH:22][cH:23][cH:24]1>>[C:1]([CH3:2])([CH3:3])([CH3:4])[c:5]1[n:6][nH:7][c:8]2[n:9][c:10]([NH:13][C:25]([c:21]3[o:20][cH:24][cH:23][cH:22]3)=[O:26])[s:11][c:12]12. Reactants: COC1=CC=C(C=C1)N=CC1=CC=C(C#N)C=C1 (4-[(4-methoxyphenylimino)methyl]benzonitrile), C1(=CC=CC=C1)C(CCCC(=O)N1C(OCC1C1=CC=CC=C1)=O)O (3-[5-(phenyl)-5-hydroxypentanoyl]-4-phenyl-oxazolidin-2-one), C(C1=CC=CC=C1)=NC1=CC=C(C#N)C=C1 (4-(benzylideneamino)benzonitrile), FC1=CC=C(C=C1)C(CCCC(=O)N1C(OCC1C1=CC=CC=C1)=O)O (5-(4-fluorophenyl)-5-hydroxy-pentanoyl-4-phenyloxazolidin-2-one). Reagents/catalysts: [Ni] (Raney nickel). Yields the product NCC1=CC=C(C=C1)N1C(C(C1C1=CC=CC=C1)CCC(C1=CC=CC=C1)O)=O (1-(4-Aminomethylphenyl)-3-[3-hydroxy-3-phenylpropyl]-4-phenylazetidin-2-one). Reaction SMILES: COC1C=CC(N=CC2C=CC(C#N)=CC=2)=CC=1.[CH:19](=[N:26][C:27]1[CH:34]=[CH:33][C:30]([C:31]#[N:32])=[CH:29][CH:28]=1)[C:20]1[CH:25]=[CH:24][CH:23]=[CH:22][CH:21]=1.F[C:36]1[CH:41]=[CH:40][C:39]([CH:42]([OH:60])[CH2:43][CH2:44][CH2:45][C:46](N2C(C3C=CC=CC=3)COC2=O)=[O:47])=[CH:38][CH:37]=1.C1(C(O)CCCC(N2C(C3C=CC=CC=3)COC2=O)=O)C=CC=CC=1>[Ni]>[NH2:32][CH2:31][C:30]1[CH:29]=[CH:28][C:27]([N:26]2[CH:19]([C:20]3[CH:21]=[CH:22][CH:23]=[CH:24][CH:25]=3)[CH:45]([CH2:44][CH2:43][CH:42]([OH:60])[C:39]3[CH:40]=[CH:41][CH:36]=[CH:37][CH:38]=3)[C:46]2=[O:47])=[CH:34][CH:33]=1. Reported procedure: Compound (16) was prepared as described in example IIIa-d, the differences being that: a) instead of 4-[(4-methoxyphenylimino)methyl]benzonitrile, 4-(benzylideneamino)benzonitrile was used, b) instead of 3-[5-(4-fluorophenyl)-5-hydroxy-pentanoyl-4-phenyloxazolidin-2-one, 3-[5-(phenyl)-5-hydroxypentanoyl]-4-phenyl-oxazolidin-2-one was used, and c) the product IIId was subjected to reduction with Raney nickel. The product is CCCN(CCOc1ccccc1)C(=O)Cl. Starting materials: CCOC(C)=O, O=C(Cl)Cl, CCCNCCOc1ccccc1. As a reaction SMILES: [CH3:18][CH2:19][O:20][C:21](=[O:22])[CH3:23].[Cl:1][C:2]([Cl:3])=[O:4].[O:5]([c:6]1[cH:7][cH:8][cH:9][cH:10][cH:11]1)[CH2:12][CH2:13][NH:14][CH2:15][CH2:16][CH3:17]>>[Cl:1][C:2](=[O:4])[N:14]([CH2:13][CH2:12][O:5][c:6]1[cH:7][cH:8][cH:9][cH:10][cH:11]1)[CH2:15][CH2:16][CH3:17]. Reactants: CC(C)(C)C1=CC=C(C=C1C1=C(C=CC(=C1)OC)F)COC1=CC=C(C=C1)[C@H](CC(=O)OCC)\C=C\C (Ethyl (3R,4E)-3-(4-(((6-(1,1-dimethylethyl)-2′-fluoro-5′-(methyloxy)-1,1′-biphenyl-3-yl)methyl)oxy)phenyl)-4-hexenoate), [OH-].[Li+] (lithium hydroxide). Solvent: C1CCOC1 (THF), CCO (EtOH). Reaction conditions: time 20 hour. Product: CC(C)(C)C1=CC=C(C=C1C1=C(C=CC(=C1)OC)F)COC1=CC=C(C=C1)[C@H](CC(=O)O)\C=C\C ((3R,4E)-3-(4-(((6-(1,1-Dimethylethyl)-2′-fluoro-5′-(methyloxy)-1,1′-biphenyl-3-yl)methyl)oxy)phenyl)-4-hexenoic acid). The yield is 81.6%. RXN SMILES: [CH3:1][C:2]([C:5]1[C:10]([C:11]2[CH:16]=[C:15]([O:17][CH3:18])[CH:14]=[CH:13][C:12]=2[F:19])=[CH:9][C:8]([CH2:20][O:21][C:22]2[CH:27]=[CH:26][C:25]([C@@H:28](/[CH:35]=[CH:36]/[CH3:37])[CH2:29][C:30]([O:32]CC)=[O:31])=[CH:24][CH:23]=2)=[CH:7][CH:6]=1)([CH3:4])[CH3:3].[OH-].[Li+]>C1COCC1.CCO>[CH3:4][C:2]([C:5]1[C:10]([C:11]2[CH:16]=[C:15]([O:17][CH3:18])[CH:14]=[CH:13][C:12]=2[F:19])=[CH:9][C:8]([CH2:20][O:21][C:22]2[CH:23]=[CH:24][C:25]([C@@H:28](/[CH:35]=[CH:36]/[CH3:37])[CH2:29][C:30]([OH:32])=[O:31])=[CH:26][CH:27]=2)=[CH:7][CH:6]=1)([CH3:1])[CH3:3] |f:1.2|. Procedure details: To a stirred solution of 3.2 (0.0313 g, 0.062 mmol) in THF (2.00 mL) and EtOH (2.00 mL) at 23° C. was added 1N lithium hydroxide (2.00 mL, 2.00 mmol). Stirring continued for 20 hours. The reaction mixture was concentrated in vacuo, 1N HCl was added to reach pH 1, and the resulting mixture was extracted with EtOAc (3×10 mL), dried over MgSO4 and concentrated in vacuo. The residue was then purified by flash chromatography (SiO2 gel 60, eluted with 0%-20% EtOAc in hexanes) to give a clear oil (0.02... The reactants are CC(C)(C)OC(=O)N1CCc2cc(NC(=O)c3ccccc3-c3ccc(C(F)(F)F)cc3)ccc2C1, ClCCl, O=C(O)C(F)(F)F. The product is O=C(Nc1ccc2c(c1)CCNC2)c1ccccc1-c1ccc(C(F)(F)F)cc1. RXN SMILES: [C:1]([O:2][C:3](=[O:4])[N:8]1[CH2:9][c:10]2[cH:11][cH:12][c:13]([NH:18][C:19](=[O:20])[c:21]3[c:22](-[c:27]4[cH:28][cH:29][c:30]([C:33]([F:34])([F:35])[F:36])[cH:31][cH:32]4)[cH:23][cH:24][cH:25][cH:26]3)[cH:14][c:15]2[CH2:16][CH2:17]1)([CH3:5])([CH3:6])[CH3:7].[CH2:44]([Cl:45])[Cl:46].[OH:37][C:38]([C:39]([F:40])([F:41])[F:42])=[O:43]>>[NH:8]1[CH2:9][c:10]2[cH:11][cH:12][c:13]([NH:18][C:19](=[O:20])[c:21]3[c:22](-[c:27]4[cH:28][cH:29][c:30]([C:33]([F:34])([F:35])[F:36])[cH:31][cH:32]4)[cH:23][cH:24][cH:25][cH:26]3)[cH:14][c:15]2[CH2:16][CH2:17]1. The reactants are C[Si](C)(C)[N-][Si](C)(C)C.[K+] (potassium bis(trimethylsilyl)amide), N1=CC=C(C=C1)CC1(C(N(C(N1)=S)CC1C(C2C(C(C1)C2)(C)C)C)=O)CC2=CC=NC=C2 (5,5-Bis-pyridin-4-ylmethyl-2-thioxo-3-(2,6,6-trimethyl-bicyclo[3.1.1]hept-3-ylmethyl)-imidazolidin-4-one), C(#N)C1=CC=C(C(CBr)=O)C=C1 (4-cyanophenacyl bromide). Solvent: C1CCOC1 (THF). Run at temperature 0 celsius, time 15 minute. Product: O=C1C(NC(N1CC1C(C2C(C(C1)C2)(C)C)C)=CC(=O)C2=CC=C(C#N)C=C2)(CC2=CC=NC=C2)CC2=CC=NC=C2 (4-{[5-Oxo-4,4-bis-pyridin-4-ylmethyl-1-(2,6,6-trimethyl-bicyclo[3.1.1]hept-3-ylmethyl)-imidazolidin-2-ylidene]-acetyl}-benzonitrile). The yield is 84.0%. Reaction SMILES: [N:1]1[CH:6]=[CH:5][C:4]([CH2:7][C:8]2([CH2:26][C:27]3[CH:32]=[CH:31][N:30]=[CH:29][CH:28]=3)[NH:12][C:11](=S)[N:10]([CH2:14][CH:15]3[CH2:20][CH:19]4[CH2:21][CH:17]([C:18]4([CH3:23])[CH3:22])[CH:16]3[CH3:24])[C:9]2=[O:25])=[CH:3][CH:2]=1.C[Si]([N-][Si](C)(C)C)(C)C.[K+].[C:43]([C:45]1[CH:54]=[CH:53][C:48]([C:49](=[O:52])[CH2:50]Br)=[CH:47][CH:46]=1)#[N:44]>C1COCC1>[O:25]=[C:9]1[N:10]([CH2:14][CH:15]2[CH2:20][CH:19]3[CH2:21][CH:17]([C:18]3([CH3:23])[CH3:22])[CH:16]2[CH3:24])[C:11](=[CH:50][C:49]([C:48]2[CH:53]=[CH:54][C:45]([C:43]#[N:44])=[CH:46][CH:47]=2)=[O:52])[NH:12][C:8]1([CH2:26][C:27]1[CH:32]=[CH:31][N:30]=[CH:29][CH:28]=1)[CH2:7][C:4]1[CH:5]=[CH:6][N:1]=[CH:2][CH:3]=1 |f:1.2|. Procedure details: 5,5-Bis-pyridin-4-ylmethyl-2-thioxo-3-(2,6,6-trimethyl-bicyclo[3.1.1]hept-3-ylmethyl)-imidazolidin-4-one (101 mg, 0.225 mmol) was dissolved in anhydrous THF (3.0 ml) under an atmosphere of dry N2. The reaction was then cooled to 0° C. and potassium bis(trimethylsilyl)amide (46.8 mg, 0.235 mmol) was added. After stirring for 15 minutes, 4-cyanophenacyl bromide (51.5 mg, 0.230 mmol) was added to the reaction and the reaction was subsequently stirred for 20 minutes. The mixture was subsequently par... Reactants: ClC1=CC2=C(C3=C(S2)C(=C(S3)C#N)OCC(=O)OC)C=C1 (methyl [(6-chloro-2-cyanothieno[3,2-b][1]benzothien-3-yl)oxy]acetate), [OH-].[K+] (potassium hydroxide), O (water). The solvent is C1CCOC1 (THF), CO (MeOH). The product is ClC1=CC2=C(C3=C(S2)C(=C(S3)C#N)OCC(=O)O)C=C1 ([(6-chloro-2-cyanothieno[3,2-b][1]benzothien-3-yl)oxy]acetic acid). The yield is 74.1%. Reaction SMILES: [Cl:1][C:2]1[CH:21]=[CH:20][C:5]2[C:6]3[S:11][C:10]([C:12]#[N:13])=[C:9]([O:14][CH2:15][C:16]([O:18]C)=[O:17])[C:7]=3[S:8][C:4]=2[CH:3]=1.[OH-].[K+].O>C1COCC1.CO>[Cl:1][C:2]1[CH:21]=[CH:20][C:5]2[C:6]3[S:11][C:10]([C:12]#[N:13])=[C:9]([O:14][CH2:15][C:16]([OH:18])=[O:17])[C:7]=3[S:8][C:4]=2[CH:3]=1 |f:1.2|. Procedure: A solution of methyl [(6-chloro-2-cyanothieno[3,2-b][1]benzothien-3-yl)oxy]acetate (100 mg, 0.3 mmol) and potassium hydroxide (39 mg, 2 eq) in THF (2 mL), MeOH, (1 mL), and water (1 mL) was stirred at room temperature for 4h. The solvents were removed by evaporation, and the resulting oil was acidified with aq. hydrochloric acid, filtered, washed with water and dried in a vacuum oven overnight to provide [(6-chloro-2-cyanothieno[3,2-b][1]benzothien-3-yl)oxy]acetic acid (72 mg). This sample was f... The reactants are CC1CN(c2cc(=O)c3cc(C(=O)N(C)C)cc(C(C)Br)c3o2)CCO1, CCOC(C)=O, Nc1cc(F)cc(F)c1. Yields the product CC1CN(c2cc(=O)c3cc(C(=O)N(C)C)cc(C(C)Nc4cc(F)cc(F)c4)c3o2)CCO1. Reaction SMILES: [Br:1][CH:2]([CH3:3])[c:4]1[cH:5][c:6]([C:22](=[O:23])[N:24]([CH3:25])[CH3:26])[cH:7][c:8]2[c:9](=[O:21])[cH:10][c:11]([N:14]3[CH2:15][CH:16]([CH3:20])[O:17][CH2:18][CH2:19]3)[o:12][c:13]12.[CH3:36][CH2:37][O:38][C:39](=[O:40])[CH3:41].[F:27][c:28]1[cH:29][c:30]([NH2:31])[cH:32][c:33]([F:35])[cH:34]1>>[CH:2]([CH3:3])([c:4]1[cH:5][c:6]([C:22](=[O:23])[N:24]([CH3:25])[CH3:26])[cH:7][c:8]2[c:9](=[O:21])[cH:10][c:11]([N:14]3[CH2:15][CH:16]([CH3:20])[O:17][CH2:18][CH2:19]3)[o:12][c:13]12)[NH:31][c:30]1[cH:29][c:28]([F:27])[cH:34][c:33]([F:35])[cH:32]1. Reactants: Cl.C(C)(=O)C=1C=CC(=C(C1)C=1C2=C(N=CN1)C(=C(N2)C)C(=O)NC2CCNCC2)OCC2CC2 (4-[5-Acetyl-2-(cyclopropylmethoxy)phenyl]-6-methyl-N-(piperidin-4-yl)-5H-pyrrolo[3,2-d]pyrimidine-7-carboxamide hydrochloride), C(C)(=O)OCC(=O)Cl (2-chloro-2-oxoethyl acetate). The product is C(C)(=O)C=1C=CC(=C(C1)C=1C2=C(N=CN1)C(=C(N2)C)C(=O)NC2CCN(CC2)C(CO)=O)OCC2CC2 (4-[5-Acetyl-2-(cyclopropylmethoxy)phenyl]-N-[1-(hydroxyacetyl)piperidin-4-yl]-6-methyl-5H-pyrrolo[3,2-d]pyrimidine-7-carboxamide). Reaction SMILES: Cl.[C:2]([C:5]1[CH:6]=[CH:7][C:8]([O:30][CH2:31][CH:32]2[CH2:34][CH2:33]2)=[C:9]([C:11]2[C:12]3[NH:19][C:18]([CH3:20])=[C:17]([C:21]([NH:23][CH:24]4[CH2:29][CH2:28][NH:27][CH2:26][CH2:25]4)=[O:22])[C:13]=3[N:14]=[CH:15][N:16]=2)[CH:10]=1)(=[O:4])[CH3:3].C([O:38][CH2:39][C:40](Cl)=[O:41])(=O)C>>[C:2]([C:5]1[CH:6]=[CH:7][C:8]([O:30][CH2:31][CH:32]2[CH2:33][CH2:34]2)=[C:9]([C:11]2[C:12]3[NH:19][C:18]([CH3:20])=[C:17]([C:21]([NH:23][CH:24]4[CH2:29][CH2:28][N:27]([C:39](=[O:38])[CH2:40][OH:41])[CH2:26][CH2:25]4)=[O:22])[C:13]=3[N:14]=[CH:15][N:16]=2)[CH:10]=1)(=[O:4])[CH3:3] |f:0.1|. Procedure: Starting from 4-[5-acetyl-2-(cyclopropylmethoxy)phenyl]-6-methyl-N-(piperidin-4-yl)-5H-pyrrolo[3,2-d]pyrimidine-7-carboxamide hydrochloride (example D.f55) and commercially available 2-chloro-2-oxoethyl acetate the title compound is obtained as colorless solid.